The task is: describe an organic reaction: reactants, conditions, products, and yield. This data is from the Open Reaction Database (ORD), a public repository of structured organic reaction records. The reactants are ClC=1C=NC=C(C1SC1=C(C=C(S1)C(=O)NCC(=O)O)[N+](=O)[O-])Cl (2-(5-((3,5-dichloropyridin-4-yl)thio)-4-nitrothiophene-2-carboxamido)acetic acid), N1CCC(CC1)O (piperidin-4-ol). Product: ClC=1C=NC=C(C1SC1=C(C=C(S1)C(=O)NCC(=O)N1CCC(CC1)O)[N+](=O)[O-])Cl (5-((3,5-dichloropyridin-4-yl)thio)-N-(2-(4-hydroxypiperidin-1-yl)-2-oxoethyl)-4-nitrothiophene-2-carboxamide), solid. Isolated yield 19.0%. RXN SMILES: [Cl:1][C:2]1[CH:3]=[N:4][CH:5]=[C:6]([Cl:24])[C:7]=1[S:8][C:9]1[S:13][C:12]([C:14]([NH:16][CH2:17][C:18](O)=[O:19])=[O:15])=[CH:11][C:10]=1[N+:21]([O-:23])=[O:22].[NH:25]1[CH2:30][CH2:29][CH:28]([OH:31])[CH2:27][CH2:26]1>>[Cl:1][C:2]1[CH:3]=[N:4][CH:5]=[C:6]([Cl:24])[C:7]=1[S:8][C:9]1[S:13][C:12]([C:14]([NH:16][CH2:17][C:18]([N:25]2[CH2:30][CH2:29][CH:28]([OH:31])[CH2:27][CH2:26]2)=[O:19])=[O:15])=[CH:11][C:10]=1[N+:21]([O-:23])=[O:22]. Reported procedure: Prepared according to the procedure described for example 70 from 2-(5-((3,5-dichloropyridin-4-yl)thio)-4-nitrothiophene-2-carboxamido)acetic acid (200 mg, 0.49 mmol) from example 210 and piperidin-4-ol (59.0 mg, 0.59 mmol). The title compound was obtained as a solid (45.0 mg, 19% yield). 1H NMR (400 MHz, d6-DMSO) δ: 9.06 (1H, m), 8.98 (2H, m), 8.51 (1H, s), 4.75 (1H, m), 4.07 (2H, m), 3.87 (1H, m), 3.66 (2H, m), 3.13 (1H, m), 2.98 (1H, m), 1.71 (2H, m), 1.23 (2H, m). MS m/z: 489.31, 491.26 [M+H... The reactants are solid, C1(CC1)COC1=NC=CC=C1C1=NC2=C(N1CC1=CC=C(C=C1)CCC(=O)O)C=C(C(=C2)F)F (3-{4-[2-(2-Cyclopropylmethoxy-pyridin-3-yl)-5,6-difluoro-benzoimidazol-1-ylmethyl]-phenyl}-propionic acid), ClC1=CC(=C(C=C1)C1=NC2=C(N1)C=CC=C2)OC (2-(4-Chloro-2-methoxy-phenyl)-1H-benzoimidazole), BrCC1CCCCC1 (bromomethyl-cyclohexane). Yields the product ClC1=CC(=C(C=C1)C1=NC2=C(N1CC1CCCCC1)C=CC=C2)OC (2-(4-Chloro-2-methoxy-phenyl)-1-cyclohexylmethyl-1H-benzoimidazole). RXN SMILES: C1([CH2:4][O:5][C:6]2[C:11]([C:12]3[N:16]([CH2:17][C:18]4[CH:23]=[CH:22][C:21](CCC(O)=O)=[CH:20][CH:19]=4)[C:15]4[CH:29]=[C:30](F)[C:31](F)=[CH:32][C:14]=4[N:13]=3)=[CH:10][CH:9]=CN=2)CC1.[Cl:35][C:36]1C=CC(C2NC3C=CC=CC=3N=2)=C(OC)[CH:37]=1.BrCC1CCCCC1>>[Cl:35][C:36]1[CH:9]=[CH:10][C:11]([C:12]2[N:16]([CH2:17][CH:18]3[CH2:23][CH2:22][CH2:21][CH2:20][CH2:19]3)[C:15]3[CH:29]=[CH:30][CH:31]=[CH:32][C:14]=3[N:13]=2)=[C:6]([O:5][CH3:4])[CH:37]=1. Procedure: The title compound was prepared in analogy to Example 19, intermediate b, from 2-(4-Chloro-2-methoxy-phenyl)-1H-benzoimidazole and bromomethyl-cyclohexane (CAS Reg. No 2550-36-9). Brown solid (48%). MS (Turbo Spray): m/z=355.3 (M+H). Reactants: CN1CCN(CCCN)CC1, O=C(O)c1ccc(-c2nnc(CSCCOc3ccccc3)o2)cc1. Yields the product CN1CCN(CCCNC(=O)c2ccc(-c3nnc(CSCCOc4ccccc4)o3)cc2)CC1. RXN SMILES: [CH3:26][N:27]1[CH2:28][CH2:29][N:30]([CH2:33][CH2:34][CH2:35][NH2:36])[CH2:31][CH2:32]1.[O:1]([c:2]1[cH:3][cH:4][cH:5][cH:6][cH:7]1)[CH2:8][CH2:9][S:10][CH2:11][c:12]1[n:13][n:14][c:15](-[c:17]2[cH:18][cH:19][c:20]([C:21](=[O:22])[OH:23])[cH:24][cH:25]2)[o:16]1>>[O:1]([c:2]1[cH:3][cH:4][cH:5][cH:6][cH:7]1)[CH2:8][CH2:9][S:10][CH2:11][c:12]1[n:13][n:14][c:15](-[c:17]2[cH:18][cH:19][c:20]([C:21](=[O:23])[NH:36][CH2:35][CH2:34][CH2:33][N:30]3[CH2:29][CH2:28][N:27]([CH3:26])[CH2:32][CH2:31]3)[cH:24][cH:25]2)[o:16]1. The reactants are OC1CCC(N(Cc2ccccc2)Cc2ccccc2)CC1, CS(C)=O, ClCCl. Product: O=C1CCC(N(Cc2ccccc2)Cc2ccccc2)CC1. Reaction SMILES: [CH2:5]([c:6]1[cH:7][cH:8][cH:9][cH:10][cH:11]1)[N:12]([CH:13]1[CH2:14][CH2:15][CH:16]([OH:19])[CH2:17][CH2:18]1)[CH2:20][c:21]1[cH:22][cH:23][cH:24][cH:25][cH:26]1.[CH3:1][S:2]([CH3:3])=[O:4].[Cl:27][CH2:28][Cl:29]>>[CH2:5]([c:6]1[cH:7][cH:8][cH:9][cH:10][cH:11]1)[N:12]([CH:13]1[CH2:14][CH2:15][C:16](=[O:19])[CH2:17][CH2:18]1)[CH2:20][c:21]1[cH:22][cH:23][cH:24][cH:25][cH:26]1.